From a dataset of the Open Reaction Database (ORD), a public repository of structured organic reaction records. describe an organic reaction: reactants, conditions, products, and yield Reactants: O=C(O)CCCCCNC(=O)c1ccc(Br)c(Br)c1, CO, [Na+], O=C([O-])O, O=S(=O)(O)O. RXN SMILES: [Br:6][c:7]1[cH:8][c:9]([C:10](=[O:11])[NH:12][CH2:13][CH2:14][CH2:15][CH2:16][CH2:17][C:18](=[O:19])[OH:20])[cH:21][cH:22][c:23]1[Br:24].[CH3:30][OH:31].[Na+:29].[O-:25][C:26]([OH:27])=[O:28].[S:1](=[O:2])(=[O:3])([OH:4])[OH:5]>>[Br:6][c:7]1[cH:8][c:9]([C:10](=[O:11])[NH:12][CH2:13][CH2:14][CH2:15][CH2:16][CH2:17][C:18](=[O:19])[O:20][CH3:26])[cH:21][cH:22][c:23]1[Br:24]. Yields the product COC(=O)CCCCCNC(=O)c1ccc(Br)c(Br)c1. The reactants are C(C)(C)(C)N=C(N(C)C)N(C)C (2-(tert-butyl)-1,1,3,3-tetramethylguanidine), CC1=NOC(=C1COC1=CC=C(C=C1)S(=O)(=O)NC1=NC=C(C=C1)C(C)C)C (4-((3,5-dimethylisoxazol-4-yl)methoxy)-N-(5-isopropylpyridin-2-yl)benzenesulfonamide), BrCC1CCC1 ((bromomethyl)cyclobutane). The solvent is C(C)#N (acetonitrile). Reaction conditions: temperature 20 celsius, time 1 hour. The product is C1(CCC1)CN(S(=O)(=O)C1=CC=C(C=C1)OCC=1C(=NOC1C)C)C1=NC=C(C=C1)C(C)C (N-(cyclobutylmethyl)-4-((3,5-dimethylisoxazol-4-yl)methoxy)-N-(5-isopropylpyridin-2-yl)benzenesulfonamide). Yield: 23.9%. As a reaction SMILES: [CH3:1][C:2]1[C:6]([CH2:7][O:8][C:9]2[CH:14]=[CH:13][C:12]([S:15]([NH:18][C:19]3[CH:24]=[CH:23][C:22]([CH:25]([CH3:27])[CH3:26])=[CH:21][N:20]=3)(=[O:17])=[O:16])=[CH:11][CH:10]=2)=[C:5]([CH3:28])[O:4][N:3]=1.C(N=C(N(C)C)N(C)C)(C)(C)C.Br[CH2:42][CH:43]1[CH2:46][CH2:45][CH2:44]1>C(#N)C>[CH:43]1([CH2:42][N:18]([C:19]2[CH:24]=[CH:23][C:22]([CH:25]([CH3:26])[CH3:27])=[CH:21][N:20]=2)[S:15]([C:12]2[CH:11]=[CH:10][C:9]([O:8][CH2:7][C:6]3[C:2]([CH3:1])=[N:3][O:4][C:5]=3[CH3:28])=[CH:14][CH:13]=2)(=[O:17])=[O:16])[CH2:46][CH2:45][CH2:44]1. Reported procedure: To a solution of 4-((3,5-dimethylisoxazol-4-yl)methoxy)-N-(5-isopropylpyridin-2-yl)benzenesulfonamide (150 mg, 0.374 mmol) in acetonitrile (4 mL) stirred in air at 20° C., was added 2-(tert-butyl)-1,1,3,3-tetramethylguanidine (128 mg, 0.747 mmol). The reaction mixture was stirred at 20° C. for 1 hour, then (bromomethyl)cyclobutane (0.084 ml, 0.747 mmol) was added. The reaction was heated by microwaves to 150° C. for 30 minutes. After cooling the solvent was removed in vacuo and the residue was d... Reactants: [H-].[Na+] (Sodium hydride), suspension, FC=1C=C2CC(N(C2=CC1)C(OCC)OCC)=O (5-fluoro-1-diethoxymethyloxindole), ClC1=NC=NC2=CC(=C(C=C12)OC)OCCOC (4-chloro-6-methoxy-7-(2-methoxyethoxy)quinazoline). The solvent is paraffin, C1CCOC1 (THF). Run at time 2 hour. The product is FC=1C=C2C(C(N(C2=CC1)C(OCC)OCC)=O)C1=NC=NC2=CC(=C(C=C12)OC)OCCOC (4-(5-fluoro-1-diethoxymethyloxindol-3-yl)-6-methoxy-7-(2-methoxyethoxy)quinazoline). Isolated yield 75.4%. RXN SMILES: [H-].[Na+].[F:3][C:4]1[CH:5]=[C:6]2[C:10](=[CH:11][CH:12]=1)[N:9]([CH:13]([O:17][CH2:18][CH3:19])[O:14][CH2:15][CH3:16])[C:8](=[O:20])[CH2:7]2.Cl[C:22]1[C:31]2[C:26](=[CH:27][C:28]([O:34][CH2:35][CH2:36][O:37][CH3:38])=[C:29]([O:32][CH3:33])[CH:30]=2)[N:25]=[CH:24][N:23]=1>C1COCC1>[F:3][C:4]1[CH:5]=[C:6]2[C:10](=[CH:11][CH:12]=1)[N:9]([CH:13]([O:14][CH2:15][CH3:16])[O:17][CH2:18][CH3:19])[C:8](=[O:20])[CH:7]2[C:22]1[C:31]2[C:26](=[CH:27][C:28]([O:34][CH2:35][CH2:36][O:37][CH3:38])=[C:29]([O:32][CH3:33])[CH:30]=2)[N:25]=[CH:24][N:23]=1 |f:0.1|. Reported procedure: Sodium hydride (95 mg of a 60% suspension in paraffin oil, 2.4 mmol) was added to a solution of 5-fluoro-1-diethoxymethyloxindole (520 mg, 2.05 mmol) and 4-chloro-6-methoxy-7-(2-methoxyethoxy)quinazoline (220 mg, 0.82 mmol), (prepared as described for the starting material in Example 2), in THF (20 ml). After stirring for 2 hours at ambient temperature, the volatiles were removed by evaporation. The residue was partitioned beween methylene chloride and water, the organic layer was washed with wa... The reactants are COC(=O)c1cc(-c2ccc(C)cn2)cc([N+](=O)[O-])c1, CO, Cl[Sn]Cl. Product: COC(=O)c1cc(N)cc(-c2ccc(C)cn2)c1. Reaction SMILES: [CH3:1][O:2][C:3]([c:4]1[cH:5][c:6](-[c:13]2[n:14][cH:15][c:16]([CH3:19])[cH:17][cH:18]2)[cH:7][c:8]([N+:10]([O-:11])=[O:12])[cH:9]1)=[O:20].[CH3:24][OH:25].[Sn:21]([Cl:22])[Cl:23]>>[CH3:1][O:2][C:3]([c:4]1[cH:5][c:6](-[c:13]2[n:14][cH:15][c:16]([CH3:19])[cH:17][cH:18]2)[cH:7][c:8]([NH2:10])[cH:9]1)=[O:20].